The task is: describe an organic reaction: reactants, conditions, products, and yield. This data is from the Open Reaction Database (ORD), a public repository of structured organic reaction records. Starting materials: C(C)(C)(C)C1=CC(=C(C=N1)C=1N([C@]([C@](N1)(C)C1=CC=C(C=C1)Cl)(C)C1=CC=C(C=C1)Cl)C(=O)N1CCC(CC1)CC(=O)O)OCC ({1-[(4S,5R)-2-(6-tert-butyl-4-ethoxy-pyridin-3-yl)-4,5-bis-(4-chloro-phenyl)-4,5-dimethyl-4,5-dihydro-imidazole-1-carbonyl]-piperidin-4-yl}-acetic acid), C(C)NC (N-ethyl-N-methylamine). Yields the product C(C)(C)(C)C1=CC(=C(C=N1)C=1N([C@]([C@](N1)(C)C1=CC=C(C=C1)Cl)(C)C1=CC=C(C=C1)Cl)C(=O)N1CCC(CC1)CC(=O)N(C)CC)OCC (2-{1-[(4S,5R)-2-(6-tert-Butyl-4-ethoxy-pyridin-3-yl)-4,5-bis-(4-chloro-phenyl)-4,5-dimethyl-4,5-dihydro-imidazole-1-carbonyl]-piperidin-4-yl}-N-ethyl-N-methyl-acetamide). As a reaction SMILES: [C:1]([C:5]1[N:10]=[CH:9][C:8]([C:11]2[N:12]([C:32]([N:34]3[CH2:39][CH2:38][CH:37]([CH2:40][C:41]([OH:43])=O)[CH2:36][CH2:35]3)=[O:33])[C@@:13]([C:25]3[CH:30]=[CH:29][C:28]([Cl:31])=[CH:27][CH:26]=3)([CH3:24])[C@@:14]([C:17]3[CH:22]=[CH:21][C:20]([Cl:23])=[CH:19][CH:18]=3)([CH3:16])[N:15]=2)=[C:7]([O:44][CH2:45][CH3:46])[CH:6]=1)([CH3:4])([CH3:3])[CH3:2].[CH2:47]([NH:49][CH3:50])[CH3:48]>>[C:1]([C:5]1[N:10]=[CH:9][C:8]([C:11]2[N:12]([C:32]([N:34]3[CH2:35][CH2:36][CH:37]([CH2:40][C:41]([N:49]([CH2:47][CH3:48])[CH3:50])=[O:43])[CH2:38][CH2:39]3)=[O:33])[C@@:13]([C:25]3[CH:26]=[CH:27][C:28]([Cl:31])=[CH:29][CH:30]=3)([CH3:24])[C@@:14]([C:17]3[CH:22]=[CH:21][C:20]([Cl:23])=[CH:19][CH:18]=3)([CH3:16])[N:15]=2)=[C:7]([O:44][CH2:45][CH3:46])[CH:6]=1)([CH3:3])([CH3:2])[CH3:4]. Procedure details: In a manner analogous to the method described in example 163, {1-[(4S,5R)-2-(6-tert-butyl-4-ethoxy-pyridin-3-yl)-4,5-bis-(4-chloro-phenyl)-4,5-dimethyl-4,5-dihydro-imidazole-1-carbonyl]-piperidin-4-yl}-acetic acid was reacted with N-ethyl-N-methylamine (Aldrich) to give the title compound. LC-MS (ES+) 706 [(M+H)+]. Run in CC(=O)N(C)C (Dimethylacetamide), C(Cl)Cl (methylene chloride). The product is COC(=O)C=1N=C(SC1)NC(=O)C1=NC(=CC(=C1)C1=CC(=CC(=C1)F)F)C (2-{[4-(3,5-Difluoro-phenyl)-6-methyl-pyridine-2-carbonyl]-amino}-thiazole-4-carboxylic acid methyl ester). As a reaction SMILES: [F:1][C:2]1[CH:3]=[C:4]([C:9]2[CH:14]=[C:13]([CH3:15])[N:12]=[C:11]([C:16]([OH:18])=O)N=2)[CH:5]=[C:6]([F:8])[CH:7]=1.[CH3:19][O:20][C:21]([C:23]1[N:24]=[C:25]([NH2:28])[S:26][CH:27]=1)=[O:22].[CH2:29](N(C(C)C)C(C)C)C>CC(N(C)C)=O.C(Cl)Cl>[CH3:19][O:20][C:21]([C:23]1[N:24]=[C:25]([NH:28][C:16]([C:11]2[CH:29]=[C:9]([C:4]3[CH:5]=[C:6]([F:8])[CH:7]=[C:2]([F:1])[CH:3]=3)[CH:14]=[C:13]([CH3:15])[N:12]=2)=[O:18])[S:26][CH:27]=1)=[O:22]. Reactants: FC=1C=C(C=C(C1)F)C1=NC(=NC(=C1)C)C(=O)O (4-(3,5-Difluorophenyl)-6-methyl-pyrimidine-2-carboxylic acid), COC(=O)C=1N=C(SC1)N (2-Amino-thiazole-4-carboxylic acid methyl ester), C(C)N(C(C)C)C(C)C (N-Ethyldiisopropylamine), o-(Benzotriazol-1-yl)-1,1,3,3-tetramethyluronium tetrafluoroborate. Procedure details: To a solution of 100 mg (0.40 mmol) of 4-(3,5-Difluorophenyl)-6-methyl-pyrimidine-2-carboxylic acid, and 2-Amino-thiazole-4-carboxylic acid methyl ester in 5 ml of dry Dimethylacetamide were added 0.34 ml N-Ethyldiisopropylamine and 141.7 mg (0.44 mmol) of o-(Benzotriazol-1-yl)-1,1,3,3-tetramethyluronium tetrafluoroborate (TBTU). After stirring overnight at room temperature, the mixture was diluted with 15 ml of methylene chloride, and worked up according to standard procedures. The crude materi... Conditions: time 8 hour. Starting materials: Cl (HCl), C(C1=CC=CC=C1)C1=CN=C2C(=C(C(NC2=C1)=O)C(=O)OC)O (methyl 7-benzyl-4-hydroxy-2-oxo-1,2-dihydro-1,5-naphthyridine-3-carboxylate), Cl.NO (hydroxylamine hydrochloride), C[O-].[Na+].CO (NaOMe MeOH). The solvent is CCO.O (EtOH water), O (water). Yields the product C(C1=CC=CC=C1)C1=CN=C2C(=C(C(NC2=C1)=O)C(=O)NO)O (7-Benzyl-N,4-dihydroxy-2-oxo-1,2-dihydro-1,5-naphthyridine-3-carboxamide). Reaction SMILES: [CH2:1]([C:8]1[CH:17]=[C:16]2[C:11]([C:12]([OH:23])=[C:13]([C:19](OC)=[O:20])[C:14](=[O:18])[NH:15]2)=[N:10][CH:9]=1)[C:2]1[CH:7]=[CH:6][CH:5]=[CH:4][CH:3]=1.Cl.[NH2:25][OH:26].C[O-].[Na+].CO.Cl>O.CCO.O>[CH2:1]([C:8]1[CH:17]=[C:16]2[C:11]([C:12]([OH:23])=[C:13]([C:19]([NH:25][OH:26])=[O:20])[C:14](=[O:18])[NH:15]2)=[N:10][CH:9]=1)[C:2]1[CH:7]=[CH:6][CH:5]=[CH:4][CH:3]=1 |f:1.2,3.4.5,8.9|. Reported procedure: A mixture of methyl 7-benzyl-4-hydroxy-2-oxo-1,2-dihydro-1,5-naphthyridine-3-carboxylate (21 mg, 68 μmol), hydroxylamine hydrochloride (75 mg, 1.1 mmol) and 4.63 M NaOMe/MeOH (0.1 mL, 463 μmol) in 4:1 EtOH/water (1.25 mL) was heated at reflux for 2 h. The mixture was neutralized with conc. HCl, diluted with water and the resulting solids were collected by filtration. Trituration of the filter cake with EtOAc/MeOH provided the product as a beige solid: 1H NMR (d6-DMSO) δ 11.86 (2H, br), 9.78 (1H,...